The task is: describe an organic reaction: reactants, conditions, products, and yield. This data is from the Open Reaction Database (ORD), a public repository of structured organic reaction records. The reactants are ClC=1C=CC(=C(C1)S(=O)(=O)N)OCC(=O)N1[C@@H](CN([C@H](C1)C)CC1=CC=C(C=C1)F)C (5-chloro-2-{2-[4-(4-fluoro-benzyl)-(2R,5S)-2,5-dimethyl-piperazin-1-yl]-2-oxo-ethoxy}-benzenesulfonamide), CC(C(=O)Cl)(C)C (2,2-dimethyl-propionyl chloride), 1,8-diazobicyclo[5.4.0]undec-7-ene. Isolated yield 49.2%. Reaction SMILES: [Cl:1][C:2]1[CH:3]=[CH:4][C:5]([O:12][CH2:13][C:14]([N:16]2[CH2:21][C@H:20]([CH3:22])[N:19]([CH2:23][C:24]3[CH:29]=[CH:28][C:27]([F:30])=[CH:26][CH:25]=3)[CH2:18][C@H:17]2[CH3:31])=[O:15])=[C:6]([S:8]([NH2:11])(=[O:10])=[O:9])[CH:7]=1.[CH3:32][C:33]([CH3:38])([CH3:37])[C:34](Cl)=[O:35]>C(#N)C>[Cl:1][C:2]1[CH:3]=[CH:4][C:5]([O:12][CH2:13][C:14]([N:16]2[CH2:21][C@H:20]([CH3:22])[N:19]([CH2:23][C:24]3[CH:25]=[CH:26][C:27]([F:30])=[CH:28][CH:29]=3)[CH2:18][C@H:17]2[CH3:31])=[O:15])=[C:6]([S:8]([NH:11][C:34](=[O:35])[C:33]([CH3:38])([CH3:37])[CH3:32])(=[O:9])=[O:10])[CH:7]=1. Run in C(C)#N (acetonitrile). Run at temperature 50 celsius. Reported procedure: To a solution of 5-chloro-2-{2-[4-(4-fluoro-benzyl)-(2R,5S)-2,5-dimethyl-piperazin-1-yl]-2-oxo-ethoxy}-benzenesulfonamide (0.050 g, 0.11 mmol) in acetonitrile (1.0 mL) was added 2,2-dimethyl-propionyl chloride (0.050 g, 0.47 mmol) and 1,8-diazobicyclo[5.4.0]undec-7-ene (0.25 mL, 1.64 mmol). The resulting reaction mixture was heated to 50° C. for 2 hours, concentrated in vacuo and purified by silica gel chromatography to give the title compound (0.030 g, LRMS: 554.4). Product: ClC=1C=CC(=C(C1)S(=O)(=O)NC(C(C)(C)C)=O)OCC(=O)N1[C@@H](CN([C@H](C1)C)CC1=CC=C(C=C1)F)C (5-Chloro-N-(2,2-dimethyl-propionyl)-2-{2-[4-(4-fluoro-benzyl)-(2R,5S)-2,5-dimethyl-piperazin-1-yl]-2-oxo-ethoxy}-benzenesulfonamide). As a reaction SMILES: [CH3:14][O:15][c:16]1[cH:17][c:18]([CH:19]=[CH:20][CH2+:21]2[O:22][C:23]([CH3:34])=[CH:24][c:25]3[c:26]2[cH:27][c:28]2[c:29]([cH:30]3)[O:31][CH2:32][O:33]2)[cH:35][cH:36][c:37]1[OH:38].[CH3:1][N:2]([CH3:3])[CH:4]=[O:5].[Cl+3:9]([O-:10])([O-:11])([O-:12])[O-:13].[NH2:7][NH2:8].[OH2:39].[OH2:6]>>[N:7]1=[C:21]([CH:20]=[CH:19][c:18]2[cH:17][c:16]([O:15][CH3:14])[c:37]([OH:38])[cH:36][cH:35]2)[c:26]2[c:25]([cH:30][c:29]3[c:28]([cH:27]2)[O:33][CH2:32][O:31]3)[CH2:24][C:23]([CH3:34])=[N:8]1. The product is COc1cc(C=CC2=NN=C(C)Cc3cc4c(cc32)OCO4)ccc1O. Reactants: COc1cc(C=C[CH2+]2OC(C)=Cc3cc4c(cc32)OCO4)ccc1O, CN(C)C=O, [O-][Cl+3]([O-])([O-])[O-], NN, O, O. Reactants: COC(CCCCCCCN1C(OC2=C1C=C(C=C2)Cl)=O)=O (8-(5-chloro-2-oxo-benzoxazolin-3-yl)-caprylic acid methyl ester), [OH-].[Na+] (NaOH). Product: ClC=1C=CC2=C(N(C(O2)=O)CCCCCCCC(=O)O)C1 (8-(5-Chloro-2-oxo-benzoxazolin-3-yl)-caprylic acid). Reaction SMILES: C[O:2][C:3](=[O:22])[CH2:4][CH2:5][CH2:6][CH2:7][CH2:8][CH2:9][CH2:10][N:11]1[C:15]2[CH:16]=[C:17]([Cl:20])[CH:18]=[CH:19][C:14]=2[O:13][C:12]1=[O:21].[OH-].[Na+]>>[Cl:20][C:17]1[CH:18]=[CH:19][C:14]2[O:13][C:12](=[O:21])[N:11]([CH2:10][CH2:9][CH2:8][CH2:7][CH2:6][CH2:5][CH2:4][C:3]([OH:22])=[O:2])[C:15]=2[CH:16]=1 |f:1.2|. Reported procedure: The product is produced as described in example 22 from 10.9 g. of 8-(5-chloro-2-oxo-benzoxazolin-3-yl)-caprylic acid methyl ester and 1.6 g. of NaOH. Eluant in chromatographic purification: chloroform. Starting materials: FC=1C=C(C=C(C1O)F)C=1C=C2C(=C(C=NC2=CC1)C(C(C)C)=O)N[C@@H]1CC[C@H](CC1)NC(OC(C)(C)C)=O (tert-butyl trans-4-[6-(3,5-difluoro-4-hydroxyphenyl)-3-isobutyrylquinolin-4-ylamino]cyclohexylcarbamate), C(=O)(C(F)(F)F)O (TFA). Product: N[C@@H]1CC[C@H](CC1)NC1=C(C=NC2=CC=C(C=C12)C1=CC(=C(C(=C1)F)O)F)C(C(C)C)=O (1-{4-[trans-4-Aminocyclohexylamino]-6-(3,5-difluoro-4-hydroxyphenyl)quinolin-3-yl}-2-methylpropan-1-one). The yield is 24.6%. Reaction SMILES: [F:1][C:2]1[CH:3]=[C:4]([C:10]2[CH:11]=[C:12]3[C:17](=[CH:18][CH:19]=2)[N:16]=[CH:15][C:14]([C:20](=[O:24])[CH:21]([CH3:23])[CH3:22])=[C:13]3[NH:25][C@H:26]2[CH2:31][CH2:30][C@H:29]([NH:32]C(=O)OC(C)(C)C)[CH2:28][CH2:27]2)[CH:5]=[C:6]([F:9])[C:7]=1[OH:8].C(O)(C(F)(F)F)=O>>[NH2:32][C@H:29]1[CH2:30][CH2:31][C@H:26]([NH:25][C:13]2[C:12]3[C:17](=[CH:18][CH:19]=[C:10]([C:4]4[CH:3]=[C:2]([F:1])[C:7]([OH:8])=[C:6]([F:9])[CH:5]=4)[CH:11]=3)[N:16]=[CH:15][C:14]=2[C:20](=[O:24])[CH:21]([CH3:22])[CH3:23])[CH2:27][CH2:28]1. Reported procedure: Following general procedure A-2, tert-butyl trans-4-[6-(3,5-difluoro-4-hydroxyphenyl)-3-isobutyrylquinolin-4-ylamino]cyclohexylcarbamate (64 mg, 0.100 mmol) was reacted with TFA (2 mL) to afford the desired product (10.8 mg, 36%) as a yellow solid: 1H NMR (500 MHz, CD3OD) δ 8.97 (s, 1H), 8.32 (d, J=1.8 Hz, 1H), 8.00 (dd, J=8.7, 2.0 Hz, 1H), 7.90 (d, J=8.7 Hz, 1H), 7.28 (dd, J=7.8, 1.9 Hz, 2H), 4.26-4.15 (m, 1H), 3.81-3.69 (m, 1H), 3.27-3.18 (m, 1H), 2.38 (d, J=12.6 Hz, 2H), 2.18 (d, J=11.7 Hz, 2...